Dataset: the Open Reaction Database (ORD), a public repository of structured organic reaction records. Task: describe an organic reaction: reactants, conditions, products, and yield Starting materials: S(=O)(Cl)Cl (Thionyl chloride), ClC=1C=C(C(=NC1)C(=O)O)C (5-chloro-3-methyl-pyridine-2-carboxylic acid), C1(=CC=CC=C1)C (toluene). Solvent: CN(C)C=O (DMF). Run at temperature 60 celsius. The product is ClC=1C=C(C(=NC1)C(=O)Cl)C (5-Chloro-3-methylpyridine-2-carbonyl chloride). RXN SMILES: S(Cl)([Cl:3])=O.[Cl:5][C:6]1[CH:7]=[C:8]([CH3:15])[C:9]([C:12](O)=[O:13])=[N:10][CH:11]=1.C1(C)C=CC=CC=1>CN(C=O)C>[Cl:5][C:6]1[CH:7]=[C:8]([CH3:15])[C:9]([C:12]([Cl:3])=[O:13])=[N:10][CH:11]=1. Reported procedure: Thionyl chloride (71 μl, 962 μmol) is added to a mixture of 5-chloro-3-methyl-pyridine-2-carboxylic acid (150 mg, 874 μmol), toluene (1 ml) and DMF (20 μl). The mixture is heated to 60° C. for 1 hour. The mixture is concentrated in vacuo and the crude product used directly without further purification. Reactants: resultant solution, C1(=CC=C(C=C1)S(=O)(=O)Cl)C (p-Toluenesulfonyl chloride), COC(=O)[C@H]1[C@@H](C(N1)=O)CCCNC(=NC(=O)OCC1=CC=CC=C1)NC(=O)OCC1=CC=CC=C1 (trans-4-Methoxycarbonyl-3-[3-[N',N"-di(Cbz)guanidino]-propyl]-2-azetidinone), C[Si](C)(C)[N-][Si](C)(C)C.[Na+] (sodium bis(trimethylsilyl)amide). Solvent: C1CCOC1 (THF), C1CCOC1 (THF). Run at temperature -20 celsius, time 2 day. The product is COC(=O)[C@H]1[C@@H](C(N1S(=O)(=O)C1=CC=C(C=C1)C)=O)CCCNC(=NC(=O)OCC1=CC=CC=C1)NC(=O)OCC1=CC=CC=C1 (trans-4-Methoxycarbonyl-3-[3-[N',N"-di(Cbz)guanidino]-propyl]-1-p-toluenesulfonyl -2-azetidinon e). Yield: 48.2%. As a reaction SMILES: [CH3:1][O:2][C:3]([C@@H:5]1[NH:8][C:7](=[O:9])[C@H:6]1[CH2:10][CH2:11][CH2:12][NH:13][C:14]([NH:26][C:27]([O:29][CH2:30][C:31]1[CH:36]=[CH:35][CH:34]=[CH:33][CH:32]=1)=[O:28])=[N:15][C:16]([O:18][CH2:19][C:20]1[CH:25]=[CH:24][CH:23]=[CH:22][CH:21]=1)=[O:17])=[O:4].C[Si]([N-][Si](C)(C)C)(C)C.[Na+].[C:47]1([CH3:57])[CH:52]=[CH:51][C:50]([S:53](Cl)(=[O:55])=[O:54])=[CH:49][CH:48]=1>C1COCC1>[CH3:1][O:2][C:3]([C@@H:5]1[N:8]([S:53]([C:50]2[CH:51]=[CH:52][C:47]([CH3:57])=[CH:48][CH:49]=2)(=[O:55])=[O:54])[C:7](=[O:9])[C@H:6]1[CH2:10][CH2:11][CH2:12][NH:13][C:14]([NH:26][C:27]([O:29][CH2:30][C:31]1[CH:36]=[CH:35][CH:34]=[CH:33][CH:32]=1)=[O:28])=[N:15][C:16]([O:18][CH2:19][C:20]1[CH:21]=[CH:22][CH:23]=[CH:24][CH:25]=1)=[O:17])=[O:4] |f:1.2|. Reported procedure: To a -78° C. THF (5 mL) solution of compound 7 (4.36 mg, 0.67 mmol) was added 1N THF solution of sodium bis(trimethylsilyl)amide (0.67 mL, 0.67 mmol), and the resultant solution was stirred for 15 min. p-Toluenesulfonyl chloride (134 mg, 0.70 mmol) was added, and the mixture was stirred at -78° C. for 4 h and at -20° C. for 21/2 days. The reaction mixture was partitioned between EtOAc and H2O. The organic layer was dried (Na2SO4) and concentrated. The residue was purified by silica gel chromatog... The reactants are CC1(c2cccc(Br)c2)NC(=O)NC1=O, COC(=O)c1cccc(CBr)c1, O=C([O-])[O-], [K+], [K+], CN(C)C=O. The product is COC(=O)c1cccc(CN2C(=O)NC(C)(c3cccc(Br)c3)C2=O)c1. RXN SMILES: [Br:13][c:14]1[cH:15][c:16]([C:20]2([CH3:27])[C:21](=[O:26])[NH:22][C:23](=[O:25])[NH:24]2)[cH:17][cH:18][cH:19]1.[Br:1][CH2:2][c:3]1[cH:4][c:5]([C:6](=[O:7])[O:8][CH3:9])[cH:10][cH:11][cH:12]1.[C:28](=[O:29])([O-:30])[O-:31].[K+:32].[K+:33].[O:34]=[CH:35][N:36]([CH3:37])[CH3:38]>>[CH2:2]([c:3]1[cH:4][c:5]([C:6](=[O:7])[O:8][CH3:9])[cH:10][cH:11][cH:12]1)[N:22]1[C:21](=[O:26])[C:20]([c:16]2[cH:15][c:14]([Br:13])[cH:19][cH:18][cH:17]2)([CH3:27])[NH:24][C:23]1=[O:25]. The reactants are FC1=CC=C2C=3C(C4=C(C(C3NC2=C1)(C)C)C=C(C=C4)OC)=O (3-fluoro-8-methoxy-6,6-dimethyl-5,6-dihydro-benzo[b]carbazol-11-one), [Cl-].[NH+]1=CC=CC=C1 (pyridinium chloride), C(C)(=O)OCC (ethyl acetate). Run in O (water). Conditions: temperature 160 celsius, time 12 hour. Yields the product FC1=CC=C2C=3C(C4=C(C(C3NC2=C1)(C)C)C=C(C=C4)O)=O (3-Fluoro-8-hydroxy-6,6-dimethyl-5,6-dihydro-benzo[b]carbazol-11-one). RXN SMILES: [F:1][C:2]1[CH:14]=[C:13]2[C:5]([C:6]3[C:7](=[O:23])[C:8]4[CH:20]=[CH:19][C:18]([O:21]C)=[CH:17][C:9]=4[C:10]([CH3:16])([CH3:15])[C:11]=3[NH:12]2)=[CH:4][CH:3]=1.[Cl-].[NH+]1C=CC=CC=1.C(OCC)(=O)C>O>[F:1][C:2]1[CH:14]=[C:13]2[C:5]([C:6]3[C:7](=[O:23])[C:8]4[CH:20]=[CH:19][C:18]([OH:21])=[CH:17][C:9]=4[C:10]([CH3:16])([CH3:15])[C:11]=3[NH:12]2)=[CH:4][CH:3]=1 |f:1.2|. Procedure: Mixture of 3-fluoro-8-methoxy-6,6-dimethyl-5,6-dihydro-benzo[b]carbazol-11-one (Compound V3, 56.6 mg, 0.183 mmol) and pyridinium chloride (0.65 g) was stirred at ambient temperature of 160° C. for 12 hr. The reaction mixture was cooled to room temperature, added with ethyl acetate and water, and the resulting mixture was extracted four times with ethyl acetate. The organic layer was washed with water three times, dried over sodium sulfate, and concentrated under reduced pressure. The obtained cr... Reactants: C[Al](C)C (trimethylaluminium), C(C1=CC=CC=C1)(C1=CC=CC=C1)=NN (benzophenone hydrazone), C1(CCC(C)O1)=O (γ-valerolactone), C1(CCC(C)O1)=O (γ-valerolactone), ClCCl.O (dichloromethane water). Solvent: CCCCCCC (heptane), ClCCl (dichloromethane), ClCCl (dichloromethane). Reaction conditions: time 30 minute. The product is C1(=CC=CC=C1)C(=NNC(CCC(C)O)=O)C1=CC=CC=C1 (N′-(Diphenylmethylene)-4-hydroxypentane hydrazide). Yield: 75.9%. Reaction SMILES: C[Al](C)C.[C:5](=[N:18][NH2:19])([C:12]1[CH:17]=[CH:16][CH:15]=[CH:14][CH:13]=1)[C:6]1[CH:11]=[CH:10][CH:9]=[CH:8][CH:7]=1.[C:20]1(=[O:26])[O:25][CH:23]([CH3:24])[CH2:22][CH2:21]1.ClCCl.O>CCCCCCC.ClCCl>[C:6]1([C:5]([C:12]2[CH:13]=[CH:14][CH:15]=[CH:16][CH:17]=2)=[N:18][NH:19][C:20](=[O:26])[CH2:21][CH2:22][CH:23]([OH:25])[CH3:24])[CH:11]=[CH:10][CH:9]=[CH:8][CH:7]=1 |f:3.4|. Reported procedure: At room temperature, 6.0 ml (12.0 mmol) of a 2.0 M trimethylaluminium solution in heptane are added dropwise to a solution of 0.78 g (4.0 mmol) of benzophenone hydrazone in 10 ml of dichloromethane, and the mixture is stirred for 30 min. A solution of 0.40 g (4.0 mmol) of γ-valerolactone in 5 ml of dichloromethane is then added dropwise to the reaction mixture. The reaction mixture is stirred at reflux for 2 h. A further 0.12 g (1.20 mmol) of γ-valerolactone is added, and the reaction mixture is... Starting materials: OC(=S)c1ccccc1, C=CCOC(=O)N1CC(O)CC1Cc1ncn2ccsc12, C1CCOC1, CCOC(C)=O, [Na+], CCOC(=O)N=NC(=O)OCC, O=C([O-])O, c1ccc(P(c2ccccc2)c2ccccc2)cc1. Product: C=CCOC(=O)N1CC(SC(=O)c2ccccc2)CC1Cc1ncn2ccsc12. Reaction SMILES: [C:53]([c:54]1[cH:55][cH:56][cH:57][cH:58][cH:59]1)(=[S:60])[OH:61].[CH2:1]([CH:2]=[CH2:3])[O:4][C:5](=[O:6])[N:7]1[CH2:8][CH:9]([OH:21])[CH2:10][CH:11]1[CH2:12][c:13]1[n:14][cH:15][n:16]2[c:17]1[s:18][cH:19][cH:20]2.[CH2:67]1[O:68][CH2:69][CH2:70][CH2:71]1.[CH3:72][CH2:73][O:74][C:75](=[O:76])[CH3:77].[Na+:62].[O:41]=[C:42]([O:43][CH2:44][CH3:45])[N:46]=[N:47][C:48]([O:49][CH2:50][CH3:51])=[O:52].[OH:63][C:64](=[O:65])[O-:66].[c:22]1([P:23]([c:24]2[cH:25][cH:26][cH:27][cH:28][cH:29]2)[c:30]2[cH:31][cH:32][cH:33][cH:34][cH:35]2)[cH:36][cH:37][cH:38][cH:39][cH:40]1>>[CH2:1]([CH:2]=[CH2:3])[O:4][C:5](=[O:6])[N:7]1[CH2:8][CH:9]([S:60][C:53]([c:54]2[cH:55][cH:56][cH:57][cH:58][cH:59]2)=[O:61])[CH2:10][CH:11]1[CH2:12][c:13]1[n:14][cH:15][n:16]2[c:17]1[s:18][cH:19][cH:20]2. Starting materials: C1(C=CC(N1)=O)=O (maleimide), O1C=CC=C1 (furan). Run in C(C)OCC (ethyl ether). Conditions: time 70 hour. The product is O1C2C3C(C(=O)NC3=O)C1C=C2 (3,6-Epoxy-1,2,3,6-tetrahydrophthalimide). The yield is 46.1%. As a reaction SMILES: [C:1]1(=[O:7])[NH:5][C:4](=[O:6])[CH:3]=[CH:2]1.[O:8]1[CH:12]=[CH:11][CH:10]=[CH:9]1>C(OCC)C>[O:8]1[CH:12]2[CH:11]=[CH:10][CH:9]1[CH:3]1[C:4](=[O:6])[NH:5][C:1](=[O:7])[CH:2]12. Reported procedure: A mixture of maleimide (Sigma-Aldrich, St. Louis Mo.; 2.0 g, 0.0206 moles) and furan (Sigma-Aldrich, St. Louis Mo.; 7.49 mL, 0.103 moles) in anhydrous ethyl ether (50 mL) was stirred for 70 hours at room temperature under an argon atmosphere. A white precipitate formed during the reaction and was filtered off and dried under reduced pressure giving 1.57 g of white crystals. NMR (d6-DMSO): Mixture of exo- and endo-isomers (37:63) of ETPI: Exo-3,6-Epoxy-1,2,3,6-tetrahydrophthalimide: 2.85 ppm (s, ... The reactants are COc1ccccc1-c1nc(C(=O)O)cs1, Nc1nnn[nH]1, CN(C)C=O. Product: COc1ccccc1-c1nc(C(=O)Nc2nnn[nH]2)cs1. As a reaction SMILES: [CH3:1][O:2][c:3]1[c:4](-[c:9]2[s:10][cH:11][c:12]([C:14](=[O:15])[OH:16])[n:13]2)[cH:5][cH:6][cH:7][cH:8]1.[NH2:17][c:18]1[n:19][n:20][n:21][nH:22]1.[O:23]=[CH:24][N:25]([CH3:26])[CH3:27]>>[CH3:1][O:2][c:3]1[c:4](-[c:9]2[s:10][cH:11][c:12]([C:14](=[O:16])[NH:17][c:18]3[n:19][n:20][n:21][nH:22]3)[n:13]2)[cH:5][cH:6][cH:7][cH:8]1. The product is CC1CC(=O)N(C)C1C(=O)OC(C)(C)C. Starting materials: CI, CC1CC(=O)NC1C(=O)OC(C)(C)C, [H-], [Na+], C1CCOC1. As a reaction SMILES: [CH3:15][I:16].[CH3:1][CH:2]1[CH:3]([C:8](=[O:9])[O:10][C:11]([CH3:12])([CH3:13])[CH3:14])[NH:4][C:5](=[O:7])[CH2:6]1.[H-:17].[Na+:18].[O:19]1[CH2:20][CH2:21][CH2:22][CH2:23]1>>[CH3:1][CH:2]1[CH:3]([C:8](=[O:9])[O:10][C:11]([CH3:12])([CH3:13])[CH3:14])[N:4]([CH3:15])[C:5](=[O:7])[CH2:6]1.